From a dataset of the Open Reaction Database (ORD), a public repository of structured organic reaction records. describe an organic reaction: reactants, conditions, products, and yield Reactants: C(#N)C1CCN(CC1)C(=O)N1CC(CC(C1)C1=CC=C(C=C1)OC(F)(F)F)C(=O)O (1-[(4-Cyanopiperidin-1-yl)carbonyl]-5-[4-(trifluoromethoxy)phenyl]piperidine-3-carboxylic acid), ON=C(CCOC)N (N′-hydroxy-3-methoxypropanimidamide). The product is COCCC1=NOC(=N1)C1CN(CC(C1)C1=CC=C(C=C1)OC(F)(F)F)C(=O)N1CCC(CC1)C#N (1-({3-[3-(2-Methoxyethyl)-1,2,4-oxadiazol-5-yl]-5-[4-(trifluoromethoxy)phenyl]piperidin -1-yl}-carbonyl)piperidine-4-carbonitrile). RXN SMILES: [C:1]([CH:3]1[CH2:8][CH2:7][N:6]([C:9]([N:11]2[CH2:16][CH:15]([C:17]3[CH:22]=[CH:21][C:20]([O:23][C:24]([F:27])([F:26])[F:25])=[CH:19][CH:18]=3)[CH2:14][CH:13]([C:28]([OH:30])=O)[CH2:12]2)=[O:10])[CH2:5][CH2:4]1)#[N:2].O[N:32]=[C:33]([NH2:38])[CH2:34][CH2:35][O:36][CH3:37]>>[CH3:37][O:36][CH2:35][CH2:34][C:33]1[N:38]=[C:28]([CH:13]2[CH2:14][CH:15]([C:17]3[CH:18]=[CH:19][C:20]([O:23][C:24]([F:26])([F:25])[F:27])=[CH:21][CH:22]=3)[CH2:16][N:11]([C:9]([N:6]3[CH2:5][CH2:4][CH:3]([C:1]#[N:2])[CH2:8][CH2:7]3)=[O:10])[CH2:12]2)[O:30][N:32]=1. Procedure: 100 mg (about 0.153 mmol) of the compound from Example 108A and 36 mg (0.306 mmol) of N′-hydroxy-3-methoxypropanimidamide were reacted according to the General Method 2. Yield: 14 mg (18% of theory)